This data is from the Open Reaction Database (ORD), a public repository of structured organic reaction records. The task is: describe an organic reaction: reactants, conditions, products, and yield Starting materials: COC=1C=C(CC2=NC=3C=CC=CC3C=3N2N=C(N3)N)C=C(C1)OC (5-(3,5-dimethoxy-benzyl)-[1,2,4]triazolo[1,5-c]quinazolin-2-ylamine), B(Br)(Br)Br (BBr3). The solvent is C(Cl)Cl (DCM), ClCCl (dichloromethane). Reaction conditions: time 8 hour. Product: NC1=NN2C(=NC=3C=CC=CC3C2=N1)CC=1C=C(C=C(C1)O)O (5-(2-amino-[1,2,4]triazolo[1,5-c]quinazolin-5-ylmethyl)-benzene-1,3-diol). Yield: 759.3%. As a reaction SMILES: C[O:2][C:3]1[CH:4]=[C:5]([CH:21]=[C:22]([O:24]C)[CH:23]=1)[CH2:6][C:7]1[N:16]2[N:17]=[C:18]([NH2:20])[N:19]=[C:15]2[C:14]2[CH:13]=[CH:12][CH:11]=[CH:10][C:9]=2[N:8]=1.B(Br)(Br)Br>ClCCl>[NH2:20][C:18]1[N:19]=[C:15]2[N:16]([C:7]([CH2:6][C:5]3[CH:4]=[C:3]([OH:2])[CH:23]=[C:22]([OH:24])[CH:21]=3)=[N:8][C:9]3[CH:10]=[CH:11][CH:12]=[CH:13][C:14]=32)[N:17]=1. Procedure: To a stirred suspension of 5-(3,5-dimethoxy-benzyl)-[1,2,4]triazolo[1,5-c]quinazolin-2-ylamine (0.10 g, 0.30 mmol), prepared as described in Example 4, in anhydrous dichloromethane (10 mL) was added dropwise, under argon, 1M BBr3 solution (3 mL, 3 mmol) in DCM at 0-5° C. The ice bath was removed and the mixture was stirred at room temperature overnight. The reaction was diluted with ethyl acetate and washed with NaHCO3 satured solution, then with water and brine. After drying over Na2SO4, the so... Starting materials: C(\C=C\CCCCCCC)(=O)O (trans-2-decenoic acid), C(C)OCC(COCC)O (1,3-diethoxy-2-propanol). Yields the product C(\C=C\CCCCCCC)(=O)OC(COCC)COCC ((E)-1,3-diethoxy-2-propyl dec-2-enoate). Reaction SMILES: [C:1]([OH:12])(=[O:11])/[CH:2]=[CH:3]/[CH2:4][CH2:5][CH2:6][CH2:7][CH2:8][CH2:9][CH3:10].[CH2:13]([O:15][CH2:16][CH:17](O)[CH2:18][O:19][CH2:20][CH3:21])[CH3:14]>>[C:1]([O:12][CH:17]([CH2:18][O:19][CH2:20][CH3:21])[CH2:16][O:15][CH2:13][CH3:14])(=[O:11])/[CH:2]=[CH:3]/[CH2:4][CH2:5][CH2:6][CH2:7][CH2:8][CH2:9][CH3:10]. Reported procedure: The same operation as in Example 1-1 or 1-2 was carried out using trans-2-decenoic acid and 1,3-diethoxy-2-propanol as starting materials to give the aimed compound. Starting materials: [H-], Nc1c(OCC2CO2)cccc1[N+](=O)[O-], [Na+], CN(C)C=O. Yields the product O=[N+]([O-])c1cccc2c1NC(CO)CO2. Reaction SMILES: [H-:16].[N+:1](=[O:2])([O-:3])[c:4]1[c:5]([NH2:15])[c:6]([O:10][CH2:11][CH:12]2[O:13][CH2:14]2)[cH:7][cH:8][cH:9]1.[Na+:17].[O:18]=[CH:19][N:20]([CH3:21])[CH3:22]>>[N+:1](=[O:2])([O-:3])[c:4]1[c:5]2[c:6]([cH:7][cH:8][cH:9]1)[O:10][CH2:11][CH:12]([CH2:14][OH:13])[NH:15]2. Reactants: FC(C1=NNC(=C1)C1=CC=C(C=C1)C)(F)F (3-trifluoromethyl-5-(p-tolyl)-1H pyrazole), IC1=CC=CC=C1 (iodobenzene). Yields the product C1(=CC=CC=C1)N1N=C(C=C1C1=CC=C(C=C1)C)C(F)(F)F (1-phenyl-3-trifluoromethyl-5-(p-tolyl)-1H-pyrazole). Reaction SMILES: [F:1][C:2]([F:16])([F:15])[C:3]1[CH:7]=[C:6]([C:8]2[CH:13]=[CH:12][C:11]([CH3:14])=[CH:10][CH:9]=2)[NH:5][N:4]=1.I[C:18]1[CH:23]=[CH:22][CH:21]=[CH:20][CH:19]=1>>[C:18]1([N:5]2[C:6]([C:8]3[CH:9]=[CH:10][C:11]([CH3:14])=[CH:12][CH:13]=3)=[CH:7][C:3]([C:2]([F:1])([F:15])[F:16])=[N:4]2)[CH:23]=[CH:22][CH:21]=[CH:20][CH:19]=1. Procedure details: This compound was isolated by silica gel chromatography following arylation of 3-trifluoromethyl-5-(p-tolyl)-1H pyrazole using iodobenzene as described in Example 1.1. The reactants are C(CCCCC(=O)O)(=O)O (adipic acid), C(CCCO)O (butane-1,4-diol), C(COCCO)O (diethylene glycol). The solvent is O1CCCC1 (tetrahydrofuran). Product: polyester, C(O)C(CC)(CO)CO (trimethylolpropane). Reaction SMILES: C(O)(=O)C[CH2:3][CH2:4][CH2:5][C:6]([OH:8])=O.C(O)CC[CH2:14][OH:15].C(O)[CH2:18][O:19]CCO>O1CCCC1>[CH2:14]([C:5]([CH2:6][OH:8])([CH2:18][OH:19])[CH2:4][CH3:3])[OH:15]. Reported procedure: A solution of 150 g of a polyester having a molecular weight of 1,000 and obtained from adipic acid and butane-1,4-diol, 31.8 g of diethylene glycol, 4.47 g of trimethylolpropane and 200 g of tetrahydrofuran was added dropwise to a solution containing 108.75 g of toluylene diisocyanate (isomer ratio 8:2) and 114 g of tetrahydrofuran in the course of 2 hours at 60° C. 1 drop of dibutyl-tin dilaurate was added before the beginning of the addition, and a further drop 1 hour after the addition was c... The reactants are FC1=CC=C(C=C1)OC(N(C)[C@@H]1CNC[C@H]1C1=CC=C(C=C1)Cl)=O ([(3S,4R)-4-(4-chloro-phenyl)-pyrrolidin-3-yl]-methyl-carbamic acid 4-fluoro-phenyl ester), O1CC(CC1)C(=O)O (rac-tetrahydro-3-furoic acid). The product is FC1=CC=C(C=C1)OC(N(C)[C@@H]1CN(C[C@H]1C1=CC=C(C=C1)Cl)C(=O)C1COCC1)=O ([(3S,4R)-4-(4-chloro-phenyl)-1-(tetrahydro-furan-3-carbonyl)-pyrrolidin-3-yl]-methyl-carbamic acid 4-fluoro-phenyl ester). As a reaction SMILES: [F:1][C:2]1[CH:7]=[CH:6][C:5]([O:8][C:9](=[O:24])[N:10]([C@H:12]2[C@H:16]([C:17]3[CH:22]=[CH:21][C:20]([Cl:23])=[CH:19][CH:18]=3)[CH2:15][NH:14][CH2:13]2)[CH3:11])=[CH:4][CH:3]=1.[O:25]1[CH2:29][CH2:28][CH:27]([C:30](O)=[O:31])[CH2:26]1>>[F:1][C:2]1[CH:7]=[CH:6][C:5]([O:8][C:9](=[O:24])[N:10]([C@H:12]2[C@H:16]([C:17]3[CH:22]=[CH:21][C:20]([Cl:23])=[CH:19][CH:18]=3)[CH2:15][N:14]([C:30]([CH:27]3[CH2:28][CH2:29][O:25][CH2:26]3)=[O:31])[CH2:13]2)[CH3:11])=[CH:4][CH:3]=1. Procedure details: In analogy to the procedure described for the synthesis of example 44 (step c), the title compound [(3S,4R)-4-(4-chloro-phenyl)-1-(tetrahydro-furan-3-carbonyl)-pyrrolidin-3-yl]-methyl-carbamic acid 4-fluoro-phenyl ester was prepared from [(3S,4R)-4-(4-chloro-phenyl)-pyrrolidin-3-yl]-methyl-carbamic acid 4-fluoro-phenyl ester instead of [(3S,4R)-4-(3,4-dichloro-phenyl)-pyrrolidin-3-yl]-methyl-carbamic acid 4-fluoro-phenyl ester using rac-tetrahydro-3-furoic acid instead of 1-methylcyclopropane-1-...